This data is from the Open Reaction Database (ORD), a public repository of structured organic reaction records. The task is: describe an organic reaction: reactants, conditions, products, and yield Reactants: O1CCCC1 (tetrahydrofuran), [BH4-].[Na+] (sodium borohydride), C(C)(=O)OC1=CC=C(C=C1)C1=CC=C(C=C1)O (4-acetoxy-4'-hydroxy-1,1'-biphenyl). The solvent is CO (methanol). Conditions: time 2 hour. Yields the product OC(C)C1=CC=C(C=C1)C1=CC=C(C=C1)O (4-(α-Hydroxyethyl)-4'-hydroxy-1,1'-biphenyl). Isolated yield 92.9%. As a reaction SMILES: C(O[C:5]1[CH:10]=[CH:9][C:8]([C:11]2[CH:16]=[CH:15][C:14]([OH:17])=[CH:13][CH:12]=2)=[CH:7][CH:6]=1)(=O)C.[O:18]1CC[CH2:20][CH2:19]1.[BH4-].[Na+]>CO>[OH:18][CH:19]([C:5]1[CH:6]=[CH:7][C:8]([C:11]2[CH:12]=[CH:13][C:14]([OH:17])=[CH:15][CH:16]=2)=[CH:9][CH:10]=1)[CH3:20] |f:2.3|. Reported procedure: A solution containing 4-acetoxy-4'-hydroxy-1,1'-biphenyl from part A (5.0 g, 23.6 mmol) in methanol (500 mL) and tetrahydrofuran (30 mL) is treated with sodium borohydride (0.9 g, 23.8 mmol) in portions over 30 minutes at room temperature. After 2 hours, the reaction mixture is concentrated under reduced pressure, diluted with water (400 mL), acidified with 2N HCl and extracted with ethyl acetate. The organic layer is washed with water and brine, dried over MgSO4 and concentrated to a solid resi... Starting materials: ClC1=CC=C(C=C1)C(CC(=O)C1=CC=C(C=C1)OCOC)C(C(=O)OC)C(=O)OC (dimethyl 2-(1-(4-chlorophenyl)-3-(4-(methoxymethoxy)phenyl)-3-oxopropyl)malonate), Cl (HCl). Run in CO (methanol). The product is ClC1=CC=C(C=C1)C(CC(=O)C1=CC=C(C=C1)O)C(C(=O)OC)C(=O)OC (Dimethyl 2-(1-(4-chlorophenyl)-3-(4-hydroxyphenyl)-3-oxopropyl)malonate). As a reaction SMILES: [Cl:1][C:2]1[CH:7]=[CH:6][C:5]([CH:8]([CH:22]([C:27]([O:29][CH3:30])=[O:28])[C:23]([O:25][CH3:26])=[O:24])[CH2:9][C:10]([C:12]2[CH:17]=[CH:16][C:15]([O:18]COC)=[CH:14][CH:13]=2)=[O:11])=[CH:4][CH:3]=1.Cl>CO>[Cl:1][C:2]1[CH:3]=[CH:4][C:5]([CH:8]([CH:22]([C:27]([O:29][CH3:30])=[O:28])[C:23]([O:25][CH3:26])=[O:24])[CH2:9][C:10]([C:12]2[CH:17]=[CH:16][C:15]([OH:18])=[CH:14][CH:13]=2)=[O:11])=[CH:6][CH:7]=1. Reported procedure: A solution of dimethyl 2-(1-(4-chlorophenyl)-3-(4-(methoxymethoxy)phenyl)-3-oxopropyl)malonate (0.3 g) in methanol (10 ml) was treated with 10% HCl (2 ml) and the resulting mixture was refluxed for 2 h. After cooling to room temperature the solvent was removed, the residue was extracted with ethyl acetate, and dried (magnesium sulphate). After concentration the crude (0.3 g yellow oil) was used for the next step without further purification. Starting materials: C[O-], COCCOC, CCOC(C)=O, COc1ccc(C(C)=O)cc1Cl, Cl, CCOC(=O)C(F)(F)F, [Na+], O. Product: COc1ccc(C(=O)CC(=O)C(F)(F)F)cc1Cl. RXN SMILES: [CH3:22][O-:23].[CH3:26][O:27][CH2:28][CH2:29][O:30][CH3:31].[CH3:33][CH2:34][O:35][C:36]([CH3:37])=[O:38].[Cl:1][c:2]1[cH:3][c:4]([C:10]([CH3:11])=[O:12])[cH:5][cH:6][c:7]1[O:8][CH3:9].[ClH:25].[F:13][C:14]([C:15](=[O:16])[O:17][CH2:18][CH3:19])([F:20])[F:21].[Na+:24].[OH2:32]>>[Cl:1][c:2]1[cH:3][c:4]([C:10]([CH2:11][C:15]([C:14]([F:13])([F:20])[F:21])=[O:16])=[O:12])[cH:5][cH:6][c:7]1[O:8][CH3:9]. The yield is 89.8%. Product: C(\C=C(/C)\CCC[C@H](C)CCC[C@H](C)CCCC(C)C)S(=O)CC (ethyl phytyl sulfoxide). The reactants are ClC1=CC(=CC=C1)C(=O)OO (m-chloroperbenzoic acid), C(\C=C(/C)\CCC[C@H](C)CCC[C@H](C)CCCC(C)C)SCC (ethyl phytyl thioether). The solvent is C(Cl)Cl (methylene chloride). Reported procedure: 5.1 g of m-chloroperbenzoic acid was added to a solution of 10.0 g of ethyl phytyl thioether dissolved in 30 ml of methylene chloride. The resulting mixture was stirred for 2 hours at room temperature. After the completion of the reaction, the reaction mixture was washed with 2% aqueous sodium hdyrogensulfite solution, 3% aqueous sodium hydrogencarbonate solution and water in this order and then dried over anhydrous magnesium sulfate. The solvent was removed by distillation under reduced pressur... Run at time 2 hour. As a reaction SMILES: ClC1C=CC=C(C(OO)=[O:9])C=1.[CH2:12]([S:32][CH2:33][CH3:34])/[CH:13]=[C:14](/[CH2:16][CH2:17][CH2:18][C@@H:19]([CH2:21][CH2:22][CH2:23][C@@H:24]([CH2:26][CH2:27][CH2:28][CH:29]([CH3:31])[CH3:30])[CH3:25])[CH3:20])\[CH3:15]>C(Cl)Cl>[CH2:12]([S:32]([CH2:33][CH3:34])=[O:9])/[CH:13]=[C:14](/[CH2:16][CH2:17][CH2:18][C@@H:19]([CH2:21][CH2:22][CH2:23][C@@H:24]([CH2:26][CH2:27][CH2:28][CH:29]([CH3:31])[CH3:30])[CH3:25])[CH3:20])\[CH3:15]. Reaction SMILES: [CH3:39][C:40]([OH:41])=[O:42].[CH3:43][OH:44].[CH3:45][N:46]([CH3:47])[CH:48]=[O:49].[OH:37][OH:38].[c:1]1([CH3:36])[cH:2][cH:3][c:4](-[n:7]2[n:8][c:9]([CH2:19][CH:20]([CH2:21][S:22](=[O:23])[c:24]3[n:25][cH:26][n:27][nH:28]3)[c:29]3[cH:30][c:31]([CH3:35])[cH:32][cH:33][cH:34]3)[cH:10][c:11]2-[c:12]2[cH:13][cH:14][c:15]([CH3:18])[cH:16][cH:17]2)[cH:5][cH:6]1>>[c:1]1([CH3:36])[cH:2][cH:3][c:4](-[n:7]2[n:8][c:9]([CH2:19][CH:20]([CH2:21][S:22](=[O:23])([c:24]3[n:25][cH:26][n:27][nH:28]3)=[O:41])[c:29]3[cH:30][c:31]([CH3:35])[cH:32][cH:33][cH:34]3)[cH:10][c:11]2-[c:12]2[cH:13][cH:14][c:15]([CH3:18])[cH:16][cH:17]2)[cH:5][cH:6]1. Reactants: CC(=O)O, CO, CN(C)C=O, OO, Cc1ccc(-c2cc(CC(CS(=O)c3ncn[nH]3)c3cccc(C)c3)nn2-c2ccc(C)cc2)cc1. The product is Cc1ccc(-c2cc(CC(CS(=O)(=O)c3ncn[nH]3)c3cccc(C)c3)nn2-c2ccc(C)cc2)cc1. The reactants are [Br-], C[Mg+], CCCCCC=CCC=CCC=CCCCCC=O, Cl. Product: CCCCCC=CCC=CCC=CCCCCC(C)O. RXN SMILES: [Br-:20].[CH3:21][Mg+:22].[CH:1]([CH2:2][CH2:3][CH2:4][CH2:5][CH:6]=[CH:7][CH2:8][CH:9]=[CH:10][CH2:11][CH:12]=[CH:13][CH2:14][CH2:15][CH2:16][CH2:17][CH3:18])=[O:19].[ClH:23]>>[CH:1]([CH2:2][CH2:3][CH2:4][CH2:5][CH:6]=[CH:7][CH2:8][CH:9]=[CH:10][CH2:11][CH:12]=[CH:13][CH2:14][CH2:15][CH2:16][CH2:17][CH3:18])([OH:19])[CH3:21]. Starting materials: CSC(SC)=C(C#N)C(=O)O, C=CCN, COCCOC. Product: C=CCNC(SC)=C(C#N)C(=O)O. Reaction SMILES: [C:1](#[N:2])[C:3]([C:4](=[O:5])[OH:6])=[C:7]([S:8][CH3:9])[S:10][CH3:11].[CH2:12]([CH:13]=[CH2:14])[NH2:15].[CH2:16]([CH2:17][O:18][CH3:19])[O:20][CH3:21]>>[C:1](#[N:2])[C:3]([C:4](=[O:5])[OH:6])=[C:7]([S:8][CH3:9])[NH:15][CH2:12][CH:13]=[CH2:14]. Starting materials: ClC1=CC2=C(C(NC3=NC=CC=C23)=O)C=C1 (9-Chloro-5H-benzo[c][1,8]naphthyridin-6-one), CC1=C(C=C(C=C1)N)C(F)(F)F (4-methyl-3-trifluoromethyl-phenylamine). Product: CC1=C(C=C(C=C1)NC1=CC2=C(C(NC3=NC=CC=C23)=O)C=C1)C(F)(F)F (9-(4-Methyl-3-trifluoromethyl-phenylamino)-5H-benzo[c][1,8]naphthyridin-6-one). Yield: 17.2%. RXN SMILES: Cl[C:2]1[CH:16]=[CH:15][C:5]2[C:6](=[O:14])[NH:7][C:8]3[C:13]([C:4]=2[CH:3]=1)=[CH:12][CH:11]=[CH:10][N:9]=3.[CH3:17][C:18]1[CH:23]=[CH:22][C:21]([NH2:24])=[CH:20][C:19]=1[C:25]([F:28])([F:27])[F:26]>>[CH3:17][C:18]1[CH:23]=[CH:22][C:21]([NH:24][C:2]2[CH:16]=[CH:15][C:5]3[C:6](=[O:14])[NH:7][C:8]4[C:13]([C:4]=3[CH:3]=2)=[CH:12][CH:11]=[CH:10][N:9]=4)=[CH:20][C:19]=1[C:25]([F:26])([F:27])[F:28]. Procedure: The title compound was synthesized according to the procedure described for the preparation of Example 231 using 6 (50 mg, 0.22 mmol) and 4-methyl-3-trifluoromethyl-phenylamine (0.03 mL, 0.33 mmol) to provide 236 (14 mg, 17% yield) as a brown solid. LC-MS (M+H=370, obsd.=370). 1H NMR (400 MHz, d6-DMSO): δ 11.73 (s, 1H), 9.11 (s, 1H), 8.52 (dd, 1H), 8.47 (dd, 1H), 8.18 (d, 1H), 7.90 (d, 1H), 7.54 (dd, 1H), 7.43 (m, 2H), 7.28 (m, 2H), 2.41 (s, 3). Reactants: C1(=CC=CC=C1)N1N=NN=C1OCC1CO1 (1-(1-phenyltetrazol-5-yloxy)-2,3-epoxypropane), ( i ). The solvent is C(C)O (ethanol), Cl.C1C(CCC2=CC=CC=C12)NCC(COC1=NN=NN1C1=CC=CC=C1)O (N-(1,2,3,4-tetrahydronaphth-2-yl)-2-hydroxy-3-(1-phenyltetrazol-5-yloxy)propanamine hydrochloride). The product is NC1CC2=CC=CC=C2CC1 (2-aminotetralin). Isolated yield 100.4%. Reaction SMILES: [C:1]1([N:7]2C(OCC3OC3)=NN=N2)[CH:6]=[CH:5][CH:4]=[CH:3][CH:2]=1>C(O)C.Cl.C1C2C(=CC=CC=2)CCC1NCC(O)COC1N(C2C=CC=CC=2)N=NN=1>[NH2:7][CH:1]1[CH2:2][CH2:3][C:4]2[C:5](=[CH:6][CH:1]=[CH:2][CH:3]=2)[CH2:6]1 |f:2.3|. Procedure: Following the procedure of Example 27, but starting from 1-(1-phenyltetrazol-5-yloxy)-2,3-epoxypropane (4.37 g) prepared as described in BE 866,278 and 2-aminotetralin (1.48 g) in absolute ethanol (60 ml), N-(1,2,3,4-tetrahydronaphth-2-yl)-2-hydroxy-3-(1-phenyltetrazol-5-yloxy)propanamine hydrochloride is obtained ((i): R=H, Ar=radical 60, wherein Z=Z'=H and the chain is attached to position 2 of the tetralin moiety). The reactants are FC1=CC=C(C=C1)C(C(CC(C(C)C)=O)C1=CC=CC=C1)=O (1-(4-fluorophenyl)-5-methyl-2-phenyl-1,4-hexanedione), NCC[C@@H]1C[C@@H](OC(O1)(C)C)CC(=O)N(C1CCCCC1)C1CCCCC1 (2-((4R,6R)-6-(2-aminoethyl)-2,2-dimethyl-1,3-dioxan-4-yl)-N,N-dicyclohexylacetamide). Yields the product C1(CCCCC1)N(C(C[C@@H]1OC(O[C@@H](C1)CCN1C(=C(C=C1C(C)C)C1=CC=CC=C1)C1=CC=C(C=C1)F)(C)C)=O)C1CCCCC1 (N,N-dicyclohexyl-2-((4R,6R)-6-(2-(2-(4-fluorophenyl)-5-isopropyl-3-phenyl-1H-pyrrol-1-yl)ethyl)-2,2-dimethyl-1,3-dioxan-4-yl)acetamide). As a reaction SMILES: [F:1][C:2]1[CH:7]=[CH:6][C:5]([C:8](=O)[CH:9]([C:16]2[CH:21]=[CH:20][CH:19]=[CH:18][CH:17]=2)[CH2:10][C:11](=O)[CH:12]([CH3:14])[CH3:13])=[CH:4][CH:3]=1.[NH2:23][CH2:24][CH2:25][C@H:26]1[O:31][C:30]([CH3:33])([CH3:32])[O:29][C@@H:28]([CH2:34][C:35]([N:37]([CH:44]2[CH2:49][CH2:48][CH2:47][CH2:46][CH2:45]2)[CH:38]2[CH2:43][CH2:42][CH2:41][CH2:40][CH2:39]2)=[O:36])[CH2:27]1>>[CH:44]1([N:37]([CH:38]2[CH2:39][CH2:40][CH2:41][CH2:42][CH2:43]2)[C:35](=[O:36])[CH2:34][C@H:28]2[CH2:27][C@@H:26]([CH2:25][CH2:24][N:23]3[C:11]([CH:12]([CH3:14])[CH3:13])=[CH:10][C:9]([C:16]4[CH:21]=[CH:20][CH:19]=[CH:18][CH:17]=4)=[C:8]3[C:5]3[CH:6]=[CH:7][C:2]([F:1])=[CH:3][CH:4]=3)[O:31][C:30]([CH3:33])([CH3:32])[O:29]2)[CH2:45][CH2:46][CH2:47][CH2:48][CH2:49]1. Procedure: According to the same method as in Example 4-1, the tiotle compound was synthesized using 1-(4-fluorophenyl)-5-methyl-2-phenyl-1,4-hexanedione and 2-((4R,6R)-6-(2-aminoethyl)-2,2-dimethyl-1,3-dioxan-4-yl)-N,N-dicyclohexylacetamide.